This data is from the Open Reaction Database (ORD), a public repository of structured organic reaction records. The task is: describe an organic reaction: reactants, conditions, products, and yield The reactants are O=C1NN=C(C2=CC=CC=C12)CC(=O)O (1,2-Dihydro-1-oxophthalazin-4-ylacetic acid), [OH-].[Na+] (sodium hydroxide), BrC1=CC=C(CBr)C=C1 (4-bromobenzyl bromide). The solvent is CO (methanol). Yields the product BrC1=CC=C(CN2C(C3=CC=CC=C3C(=N2)CC(=O)O)=O)C=C1 (2-(4-bromobenzyl)-1,2-dihydro-1-oxophthalazin-4-ylacetic acid). The yield is 16.4%. Reaction SMILES: [O:1]=[C:2]1[C:11]2[C:6](=[CH:7][CH:8]=[CH:9][CH:10]=2)[C:5]([CH2:12][C:13]([OH:15])=[O:14])=[N:4][NH:3]1.[OH-].[Na+].[Br:18][C:19]1[CH:26]=[CH:25][C:22]([CH2:23]Br)=[CH:21][CH:20]=1>CO>[Br:18][C:19]1[CH:26]=[CH:25][C:22]([CH2:23][N:3]2[N:4]=[C:5]([CH2:12][C:13]([OH:15])=[O:14])[C:6]3[C:11](=[CH:10][CH:9]=[CH:8][CH:7]=3)[C:2]2=[O:1])=[CH:21][CH:20]=1 |f:1.2|. Procedure details: 1,2-Dihydro-1-oxophthalazin-4-ylacetic acid (2.0 g.) was added to a solution of sodium hydroxide (0.9 g.) in methanol (50 ml.). A clear solution was obtained on slight warming, which was treated with 4-bromobenzyl bromide (2.6 g.). The mixture was then heated under reflux for 3 hours and then evaporated. The residue was treated with water (60 ml.) and the solution obtained was extracted with ether (3×60 ml.). The aqueous phase was then acidified to pH 2 with concentrated hydrochloric acid and th... Procedure details: A solution of 34 (1.4 g, 4.5 mmol) in 6 mL of a 1:1 solution of CH2Cl2:TFA was stirred at ambient temperature for 2 hours when all of the starting materials were consumed as judged by TLC. The reaction mixtures were dried in vacuo to yield 1.5 g of 35 as a thick oil which was used in the next reaction without purification. Reaction SMILES: C(OC([N:8]1[CH2:13][CH2:12][N:11]([CH2:14][C:15]2[CH:20]=[CH:19][C:18]([F:21])=[CH:17][CH:16]=2)[C:10](=[O:22])[CH2:9]1)=O)(C)(C)C.[C:23]([OH:29])([C:25]([F:28])([F:27])[F:26])=[O:24]>C(Cl)Cl>[F:26][C:25]([F:28])([F:27])[C:23]([O-:29])=[O:24].[F:21][C:18]1[CH:19]=[CH:20][C:15]([CH2:14][N:11]2[CH2:12][CH2:13][NH2+:8][CH2:9][C:10]2=[O:22])=[CH:16][CH:17]=1 |f:3.4|. The solvent is C(Cl)Cl (CH2Cl2). Reactants: C(C)(C)(C)OC(=O)N1CC(N(CC1)CC1=CC=C(C=C1)F)=O (4-(4-Fluoro-benzyl)-3-oxo-piperazine-1-carboxylic acid tert-butyl ester), C(=O)(C(F)(F)F)O (TFA). Yields the product FC(C(=O)[O-])(F)F.FC1=CC=C(CN2C(C[NH2+]CC2)=O)C=C1 (4-(4-Fluoro-benzyl)-3-oxo-piperazin-1-ium trifluoroacetate salt).